This data is from the Open Reaction Database (ORD), a public repository of structured organic reaction records. The task is: describe an organic reaction: reactants, conditions, products, and yield Starting materials: aqueous solution, [OH-].[Na+] (sodium hydroxide), C1(CC1)C1=NC=2C(=NC=CC2C)N1CC1=CC=C(C=C1)C1=C(C=CC=C1)C(=O)OC (2-cyclopropyl-3-(2'-methoxycarbonylbiphenyl-4-yl)methyl-7-methyl-3H-imidazo[4,5-b]pyridine). The solvent is C(C)O (Ethanol). The product is C1(CC1)C1=NC=2C(=NC=CC2C)N1CC1=CC=C(C=C1)C1=C(C=CC=C1)C(=O)O (2-cyclopropyl-3-(2'-carboxybiphenyl-4-yl)methyl-7-methyl-3H-imidazo-[4,5-b]pyridine). Yield: 81.4%. Reaction SMILES: [OH-].[Na+].[CH:3]1([C:6]2[N:15]([CH2:16][C:17]3[CH:22]=[CH:21][C:20]([C:23]4[CH:28]=[CH:27][CH:26]=[CH:25][C:24]=4[C:29]([O:31]C)=[O:30])=[CH:19][CH:18]=3)[C:9]3=[N:10][CH:11]=[CH:12][C:13]([CH3:14])=[C:8]3[N:7]=2)[CH2:5][CH2:4]1>C(O)C>[CH:3]1([C:6]2[N:15]([CH2:16][C:17]3[CH:22]=[CH:21][C:20]([C:23]4[CH:28]=[CH:27][CH:26]=[CH:25][C:24]=4[C:29]([OH:31])=[O:30])=[CH:19][CH:18]=3)[C:9]3=[N:10][CH:11]=[CH:12][C:13]([CH3:14])=[C:8]3[N:7]=2)[CH2:5][CH2:4]1 |f:0.1|. Procedure: Ethanol (40 ml) and a 10% aqueous solution (20 ml) of sodium hydroxide were added to 1.32 g (3.3 mmol) of 2-cyclopropyl-3-(2'-methoxycarbonylbiphenyl-4-yl)methyl-7-methyl-3H-imidazo[4,5-b]pyridine, followed by heating under reflux for 2 hours. After the reaction liquid was cooled, it was concentrated to about one-half the initial volume, and neutralized with 2N hydrochloric acid and acetic acid. The crystal thus precipitated was recovered by filtration and recrystallized from aqueous ethanol to ...